This data is from the Open Reaction Database (ORD), a public repository of structured organic reaction records. The task is: describe an organic reaction: reactants, conditions, products, and yield The reactants are CC(C)(C)OC(=O)NC1CCNCC1, CC(=O)O[BH-](OC(C)=O)OC(C)=O, Cc1cccc(C=O)n1, CC(=O)O, CC(Cl)Cl, [Na+], [Na+], O=C([O-])O. Yields the product Cc1cccc(CN2CCC(NC(=O)OC(C)(C)C)CC2)n1. As a reaction SMILES: [C:1]([CH3:2])([CH3:3])([CH3:4])[O:5][C:6](=[O:7])[NH:8][CH:9]1[CH2:10][CH2:11][NH:12][CH2:13][CH2:14]1.[C:24]([O:25][BH-:26]([O:27][C:28](=[O:29])[CH3:30])[O:31][C:32](=[O:33])[CH3:34])(=[O:35])[CH3:36].[CH3:15][c:16]1[cH:17][cH:18][cH:19][c:20]([CH:22]=[O:23])[n:21]1.[CH3:47][C:48](=[O:49])[OH:50].[Cl:43][CH:44]([Cl:45])[CH3:46].[Na+:37].[Na+:38].[OH:39][C:40](=[O:41])[O-:42]>>[C:1]([CH3:2])([CH3:3])([CH3:4])[O:5][C:6](=[O:7])[NH:8][CH:9]1[CH2:10][CH2:11][N:12]([CH2:22][c:20]2[cH:19][cH:18][cH:17][c:16]([CH3:15])[n:21]2)[CH2:13][CH2:14]1.